Task: describe an organic reaction: reactants, conditions, products, and yield. Dataset: the Open Reaction Database (ORD), a public repository of structured organic reaction records Starting materials: C(C)(C)(C)OC(NC(C(CN1CC(CCC1)C(NC(CCCC1=CC=CC=C1)CCCC1=CC=CC=C1)=O)O)CC1=CC=CC=C1)=O ((1-benzyl-2-hydroxy-3-{3-[4-phenyl-1-(3-phenyl-propyl)-butylcarbamoyl]-piperidine-1-yl}-propyl)-carbamic acid tert-butyl ester), FC(C(=O)O)(F)F (Trifluoroacetic acid). Run in C(Cl)Cl (methylene chloride). Conditions: time 90 minute. Yields the product C1(=CC=CC=C1)CCCC(CCCC1=CC=CC=C1)NC(=O)C1CN(CCC1)CC(C(CC1=CC=CC=C1)N)O (1-(3-amino-2-hydroxy-4-phenyl-butyl)-piperidine-3-carboxylic acid [4-phenyl-1-(3-phenyl-propyl)-butyl]-amide). Isolated yield 92.3%. As a reaction SMILES: C(OC(=O)[NH:7][CH:8]([CH2:40][C:41]1[CH:46]=[CH:45][CH:44]=[CH:43][CH:42]=1)[CH:9]([OH:39])[CH2:10][N:11]1[CH2:16][CH2:15][CH2:14][CH:13]([C:17](=[O:38])[NH:18][CH:19]([CH2:29][CH2:30][CH2:31][C:32]2[CH:37]=[CH:36][CH:35]=[CH:34][CH:33]=2)[CH2:20][CH2:21][CH2:22][C:23]2[CH:28]=[CH:27][CH:26]=[CH:25][CH:24]=2)[CH2:12]1)(C)(C)C.FC(F)(F)C(O)=O>C(Cl)Cl>[C:32]1([CH2:31][CH2:30][CH2:29][CH:19]([NH:18][C:17]([CH:13]2[CH2:14][CH2:15][CH2:16][N:11]([CH2:10][CH:9]([OH:39])[CH:8]([NH2:7])[CH2:40][C:41]3[CH:46]=[CH:45][CH:44]=[CH:43][CH:42]=3)[CH2:12]2)=[O:38])[CH2:20][CH2:21][CH2:22][C:23]2[CH:28]=[CH:27][CH:26]=[CH:25][CH:24]=2)[CH:37]=[CH:36][CH:35]=[CH:34][CH:33]=1. Procedure details: (1-Benzyl-2-hydroxy-3-{3-[4-phenyl-1-(3-phenyl-propyl)-butylcarbamoyl]-piperidine-1-yl}-propyl)-carbamic acid tert-butyl ester (19) (194.4 mg; 0.3 mmol) is dissolved in methylene chloride (5 mL) at ambient temperature. Trifluoroacetic acid (5 mL) is added in a slow stream, and the solution is stirred for 90 minutes at ambient temperature. The solution is concentrated in vacuo at 40° C. The residue is slurried in a mixture of methylene chloride (10 mL) and water (100 mL), then potassium carbonate... Starting materials: C(C)OC(=O)C=1C(=C2C(=CN1)N(C=C2)CC2=CC=C(C=C2)F)OS(=O)(=O)C(F)(F)F (1-(4-fluoro-benzyl)-4-trifluoromethanesulfonyloxy-1H-pyrrolo[2,3-c]pyridine -5-carboxylic acid ethyl ester), trimethylsilylalkyne, C(C)(C)NC(C)C (diisopropylamine), C([O-])([O-])=O.[K+].[K+] (potassium carbonate). The reagents and catalysts are [Cu]I (copper (I) iodide), [Pd](Cl)Cl.C1(=CC=CC=C1)P(C1=CC=CC=C1)C1=CC=CC=C1.C1(=CC=CC=C1)P(C1=CC=CC=C1)C1=CC=CC=C1 (bis(triphenylphosphine) palladium (II) chloride). The solvent is CN(C)C=O (DMF). Run at temperature 90 celsius, time 18 hour. Yields the product C(C)OC(=O)C=1C(=C2C(=CN1)N(C=C2)CC2=CC=C(C=C2)F)C#C (4-Ethynyl-1-(4-fluoro-benzyl)-1H-pyrrolo[2,3-c]pyridine-5-carboxylic acid ethyl ester). Reaction SMILES: [CH2:1]([O:3][C:4]([C:6]1[C:7](OS(C(F)(F)F)(=O)=O)=[C:8]2[CH:14]=[CH:13][N:12]([CH2:15][C:16]3[CH:21]=[CH:20][C:19]([F:22])=[CH:18][CH:17]=3)[C:9]2=[CH:10][N:11]=1)=[O:5])[CH3:2].C(=O)([O-])[O-].[K+].[K+].[CH:37](NC(C)C)(C)[CH3:38]>CN(C=O)C.[Cu]I.[Pd](Cl)Cl.C1(P(C2C=CC=CC=2)C2C=CC=CC=2)C=CC=CC=1.C1(P(C2C=CC=CC=2)C2C=CC=CC=2)C=CC=CC=1>[CH2:1]([O:3][C:4]([C:6]1[C:7]([C:37]#[CH:38])=[C:8]2[CH:14]=[CH:13][N:12]([CH2:15][C:16]3[CH:21]=[CH:20][C:19]([F:22])=[CH:18][CH:17]=3)[C:9]2=[CH:10][N:11]=1)=[O:5])[CH3:2] |f:1.2.3,7.8.9|. Procedure details: To a solution of 1-(4-fluoro-benzyl)-4-trifluoromethanesulfonyloxy-1H-pyrrolo[2,3-c]pyridine -5-carboxylic acid ethyl ester (2.0 g, 4.48 mmol) in DMF (4.5 mL) and diisopropylamine (4.5 mL) was added trimethylsilylalkyne (4.4 mL, 31.4 mmol), copper (I) iodide (68 mg, 0.36 mmol), and bis(triphenylphosphine) palladium (II) chloride (126 mg, 0.18 mmol). The reaction was vacuum degassed with nitrogen three times, and then heated in a pre-heated oil bath at 90° C. After thirty minutes, the reaction wa... The reactants are C(CCCC)[C@@H]1CC[C@H](CC1)C1=CC=CC=C1 (trans-4-pentylcyclohexylbenzene), BrBr (bromine), O (Water), S(=O)(O)[O-].[Na+] (sodium hydrogensulfite). Reagents/catalysts: [Fe] (iron), II (iodine). Solvent: ClCCl (dichloromethane), ClCCl (dichloromethane). Conditions: temperature -10 celsius, time 6 hour. Product: BrC1=CC=C(C=C1)[C@@H]1CC[C@H](CC1)CCCCC (1-bromo-4-(trans-4-pentylcyclohexyl)benzene). Isolated yield 32.2%. RXN SMILES: [CH2:1]([C@H:6]1[CH2:11][CH2:10][C@H:9]([C:12]2[CH:17]=[CH:16][CH:15]=[CH:14][CH:13]=2)[CH2:8][CH2:7]1)[CH2:2][CH2:3][CH2:4][CH3:5].[Br:18]Br.O.S([O-])(O)=O.[Na+]>ClCCl.[Fe].II>[Br:18][C:15]1[CH:14]=[CH:13][C:12]([C@H:9]2[CH2:8][CH2:7][C@H:6]([CH2:1][CH2:2][CH2:3][CH2:4][CH3:5])[CH2:11][CH2:10]2)=[CH:17][CH:16]=1 |f:3.4|. Reported procedure: In 30 ml of dichloromethane was dissolved 11.1 g of trans-4-pentylcyclohexylbenzene, and 0.1 g of iron powder and 0.05 g of iodine were added thereto. To the mixture was added dropwise 7.7 g of bromine dissolved in 20 ml of dichloromethane at 0° C. or lower. The mixture was stirred at -10° C. for 6 hours and then allowed to warm to room temperature. Water and then an aqueous solution of sodium hydrogensulfite were added to the reaction mixture, and the product was extracted with hexane. The extr... Reactants: C(C1=CC=CC=C1)N1C(C2=CC=CC=C2C1O)=O (2-Benzyl-3-hydroxy-2,3-dihydro-isoindol-1-one), [H-].[Na+] (sodium hydride), BrCC(=O)OCC (ethyl bromoacetate). The solvent is CN(C)C=O (DMF). Conditions: time 18 hour. The product is C(C)OC(COC1N(C(C2=CC=CC=C12)=O)CC1=CC=CC=C1)=O ((2-Benzyl-3-oxo-2,3-dihydro-1H-isoindol-1-yloxy)-acetic acid ethyl ester). The yield is 73.2%. RXN SMILES: [CH2:1]([N:8]1[CH:16]([OH:17])[C:15]2[C:10](=[CH:11][CH:12]=[CH:13][CH:14]=2)[C:9]1=[O:18])[C:2]1[CH:7]=[CH:6][CH:5]=[CH:4][CH:3]=1.[H-].[Na+].Br[CH2:22][C:23]([O:25][CH2:26][CH3:27])=[O:24]>CN(C=O)C>[CH2:26]([O:25][C:23](=[O:24])[CH2:22][O:18][CH:9]1[C:10]2[C:15](=[CH:14][CH:13]=[CH:12][CH:11]=2)[C:16](=[O:17])[N:8]1[CH2:1][C:2]1[CH:3]=[CH:4][CH:5]=[CH:6][CH:7]=1)[CH3:27] |f:1.2|. Procedure: To a solution of compound 20 (2.0 g, 8.4 mmol) in DMF (28 mL) at room temperature was added sodium hydride (235 mg, 8.8 mmol) and ethyl bromoacetate (1.03 mL, 9.2 mmol) and the resulting reaction mixture was allowed to stir at room temperature for 18 hours. The reaction mixture is poured onto water and extracted with ethyl acetate (3×100 mL). The combined ethyl acetate extracts were dried over anhydrous sodium sulfate and concentrated in vacuo to provide 2 g of 21 as a clear oil (2.73 g theoreti... The reactants are BrCC(=O)OCC (ethyl bromoacetate), C1NCCN2C1C1=CC=CC=C1C2=O (1,2,3,4,6,10b-hexahydropyrazino[2,1-a]isoindol-6-one), [H-].[Na+] (sodium hydride), O (Water). Solvent: C1=CC=CC=C1 (benzene), C1=CC=CC=C1 (benzene), C1=CC=CC=C1 (benzene). Run at time 30 minute. Yields the product C(C)OC(CC1NCCN2C1C1=CC=CC=C1C2=O)=O (6-oxo-1,2,3,4,6,10b-hexahydropyrazino[2,1-a]isoindole-1-acetic acid ethyl ester). Yield: 50.1%. RXN SMILES: [CH2:1]1[CH:6]2[C:7]3[C:12]([C:13](=[O:14])[N:5]2[CH2:4][CH2:3][NH:2]1)=[CH:11][CH:10]=[CH:9][CH:8]=3.[H-].[Na+].Br[CH2:18][C:19]([O:21][CH2:22][CH3:23])=[O:20].O>C1C=CC=CC=1>[CH2:22]([O:21][C:19](=[O:20])[CH2:18][CH:1]1[CH:6]2[C:7]3[C:12]([C:13](=[O:14])[N:5]2[CH2:4][CH2:3][NH:2]1)=[CH:11][CH:10]=[CH:9][CH:8]=3)[CH3:23] |f:1.2|. Procedure details: A solution of 1,2,3,4,6,10b-hexahydropyrazino[2,1-a]isoindol-6-one (described in Example 8, 7.5 g, 0.04 mol) in 150 ml of benzene is added to sodium hydride (1.7 g of a 50% dispersion in mineral oil, 0.036 mol) in 200 ml of benzene and stirred at room temperature for 30 min. A solution of ethyl bromoacetate (8.8 g, 0.044 mol) in 150 ml of benzene is added and the reaction is refluxed with stirring for 3 hr and cooled. Water is cautiously added and the benzene layer is separated, washed with wate... Yields the product CC1CCCCC1N=[N+]=[N-]. RXN SMILES: [CH2:57]1[O:58][CH2:59][CH2:60][CH2:61]1.[CH3:1][CH:2]1[CH:3]([OH:8])[CH2:4][CH2:5][CH2:6][CH2:7]1.[O:28]=[C:29]([O:30][CH2:31][CH3:32])[N:33]=[N:34][C:35]([O:36][CH2:37][CH3:38])=[O:39].[OH2:62].[c:40]1([P:41]([c:42]2[cH:43][cH:44][cH:45][cH:46][cH:47]2)(=[O:48])[N:54]=[N+:55]=[N-:56])[cH:49][cH:50][cH:51][cH:52][cH:53]1.[c:9]1([P:10]([c:11]2[cH:12][cH:13][cH:14][cH:15][cH:16]2)[c:17]2[cH:18][cH:19][cH:20][cH:21][cH:22]2)[cH:23][cH:24][cH:25][cH:26][cH:27]1>>[CH3:1][CH:2]1[CH:3]([N:54]=[N+:55]=[N-:56])[CH2:4][CH2:5][CH2:6][CH2:7]1. The reactants are C1CCOC1, CC1CCCCC1O, CCOC(=O)N=NC(=O)OCC, O, [N-]=[N+]=NP(=O)(c1ccccc1)c1ccccc1, c1ccc(P(c2ccccc2)c2ccccc2)cc1.